Task: describe an organic reaction: reactants, conditions, products, and yield. Dataset: the Open Reaction Database (ORD), a public repository of structured organic reaction records Reactants: ClC(C(C(C(=O)O)C#N)(C)C)CC(Cl)(Cl)Cl (4-Chloro-2-cyano-3,3-dimethyl-6,6,6-trichlorohexanoic acid), C(C)(=O)[O-].[Na+] (sodium acetate). Run in CN(C=O)C (dimethyl formamide). Conditions: temperature 145 celsius, time 12 hour. The product is ClC(=CC1C(C1(C)C)C#N)Cl (2-(2,2-dichlorovinyl)-3,3-dimethylcyclopropane nitrile). Isolated yield 97.3%. As a reaction SMILES: Cl[CH:2]([CH2:12][C:13]([Cl:16])([Cl:15])Cl)[C:3]([CH3:11])([CH3:10])[CH:4]([C:8]#[N:9])C(O)=O.C([O-])(=O)C.[Na+]>CN(C)C=O>[Cl:16][C:13]([Cl:15])=[CH:12][CH:2]1[C:3]([CH3:10])([CH3:11])[CH:4]1[C:8]#[N:9] |f:1.2|. Procedure details: 4-Chloro-2-cyano-3,3-dimethyl-6,6,6-trichlorohexanoic acid (3.07 g) and sodium acetate (2.05 g; water-free) were dissolved in dimethyl formamide (8.0 ml). The solution was then stirred at 145° C. for 12 hours. The working-up procedure was the same as indicated in Example III and yielded 1.85 g of Compound A with purity 90%. Yield 86%.